Task: describe an organic reaction: reactants, conditions, products, and yield. Dataset: the Open Reaction Database (ORD), a public repository of structured organic reaction records Solvent: CN(C=O)C (N,N-dimethylformamide). Isolated yield 75.0%. Yields the product ClC=1C=CC(=NC1O)C(=O)OCC (ethyl 5-chloro-6-hydroxypyridine-2-carboxylate). Procedure details: Trifluoroacetic anhydride (147 mL) was added dropwise to a solution of ethyl 5-chloropyridine-2-carboxylate 1-oxide (36.8 g) in N,N-dimethylformamide (220 mL) under ice-cooling over 20 minutes, and the mixture was stirred at 50° C. for one hour. The reaction solution was ice-cooled and water was added. Sodium bicarbonate was slowly added to effect neutralization, followed by extraction with chloroform. The organic layer was dried over anhydrous magnesium sulfate and filtered. The solvent was the... The reactants are C([O-])(O)=O.[Na+] (Sodium bicarbonate), FC(C(=O)OC(C(F)(F)F)=O)(F)F (Trifluoroacetic anhydride), ClC1=CC=C([N+](=C1)[O-])C(=O)OCC (ethyl 5-chloropyridine-2-carboxylate 1-oxide), O (water). As a reaction SMILES: FC(F)(F)C(OC(=O)C(F)(F)F)=[O:4].[Cl:14][C:15]1[CH:20]=[N+:19]([O-])[C:18]([C:22]([O:24][CH2:25][CH3:26])=[O:23])=[CH:17][CH:16]=1.O.C(=O)(O)[O-].[Na+]>CN(C)C=O>[Cl:14][C:15]1[CH:16]=[CH:17][C:18]([C:22]([O:24][CH2:25][CH3:26])=[O:23])=[N:19][C:20]=1[OH:4] |f:3.4|. Conditions: temperature 50 celsius, time 1 hour. Reactants: ClC=1C=CC2=C(C(=C(O2)C2=CC=CC=C2)C(C2=CC=C(C=C2)O)=O)C1 (5-chloro-3-(4-hydroxybenzoyl)-2-phenylbenzofuran), BrCCCBr (1,3-dibromopropane), C([O-])([O-])=O.[K+].[K+] (potassium carbonate). The solvent is CC(=O)C (acetone). The product is ClC=1C=CC2=C(C(=C(O2)C2=CC=CC=C2)C(C2=CC=C(C=C2)OCCCBr)=O)C1 (5-chloro-3-[4-(3-bromopropoxy)benzoyl]-2-phenylbenzofuran). As a reaction SMILES: [Cl:1][C:2]1[CH:3]=[CH:4][C:5]2[O:9][C:8]([C:10]3[CH:15]=[CH:14][CH:13]=[CH:12][CH:11]=3)=[C:7]([C:16](=[O:24])[C:17]3[CH:22]=[CH:21][C:20]([OH:23])=[CH:19][CH:18]=3)[C:6]=2[CH:25]=1.[Br:26][CH2:27][CH2:28][CH2:29]Br.C(=O)([O-])[O-].[K+].[K+]>CC(C)=O>[Cl:1][C:2]1[CH:3]=[CH:4][C:5]2[O:9][C:8]([C:10]3[CH:11]=[CH:12][CH:13]=[CH:14][CH:15]=3)=[C:7]([C:16](=[O:24])[C:17]3[CH:22]=[CH:21][C:20]([O:23][CH2:29][CH2:28][CH2:27][Br:26])=[CH:19][CH:18]=3)[C:6]=2[CH:25]=1 |f:2.3.4|. Procedure details: A mixture of 3.2 g. (9.2 mmol.) of 5-chloro-3-(4-hydroxybenzoyl)-2-phenylbenzofuran, 3.5 ml. (0.035mol.) of 1,3-dibromopropane and 4.0 g. (0.029 mol.) of potassium carbonate in 100 ml. of acetone is refluxed for 3 hours. After cooling, the reaction mixture is filtered and the filtrate is concentrated to give 5-chloro-3-[4-(3-bromopropoxy)benzoyl]-2-phenylbenzofuran. Reactants: C(C)(C)(C)OC(=O)N1CSC[C@H]1C(=O)O (N-tert-butoxycarbonyl-(R)-(−)thiazolidine-4-carboxylic acid), ON1N=NC2=C(C1=O)C=CC=C2 (3-hydroxy-1,2,3-benzotriazin-4(3H)-one), Cl.C(C)N=C=NCCCN(C)C (ethyl dimethylaminopropyl carbodiimide hydrochloride), Cl.CNOC (N,O-dimethylhydroxylamine hydrochloride), CN1CCOCC1 (4-methylmorpholine). The solvent is CN(C)C=O (DMF), C(C)(=O)OCC (ethyl acetate). Reaction conditions: time 8 hour. Yields the product CON(C(=O)[C@H]1N(CSC1)C(=O)OC(C)(C)C)C (N-tert-butoxycarbonyl-(R)-(−)thiazolidine-4-carboxylic acid-N-methoxy-N-methyl amide). Yield: 65.7%. RXN SMILES: [C:1]([O:5][C:6]([N:8]1[C@H:12]([C:13]([OH:15])=O)[CH2:11][S:10][CH2:9]1)=[O:7])([CH3:4])([CH3:3])[CH3:2].ON1C(=O)C2C=CC=CC=2N=N1.Cl.C(N=C=NCCCN(C)C)C.Cl.[CH3:41][NH:42][O:43][CH3:44].CN1CCOCC1>CN(C=O)C.C(OCC)(=O)C>[CH3:44][O:43][N:42]([CH3:41])[C:13]([C@@H:12]1[CH2:11][S:10][CH2:9][N:8]1[C:6]([O:5][C:1]([CH3:2])([CH3:3])[CH3:4])=[O:7])=[O:15] |f:2.3,4.5|. Procedure: To a solution in DMF (10 mL) of N-tert-butoxycarbonyl-(R)-(−)thiazolidine-4-carboxylic acid (777 mg, 3.33 mmol), prepared as in Example 164A, 3-hydroxy-1,2,3-benzotriazin-4(3H)-one (602 mg, 3.69 mmol), and ethyl dimethylaminopropyl carbodiimide hydrochloride (709 mg, 3.70 mmol) was added N,O-dimethylhydroxylamine hydrochloride (357 mg, 3.66 mmol) and 4-methylmorpholine (0.44 mL, 4.01 mmol) and the reaction mixture was stirred overnight at ambient temperature. The reaction mixture was diluted wit... Reactants: [Li]CCCC, COc1ccc(C2=NC(C)(C)CO2)cc1OC, C1CCOC1, BrCc1ccccc1. The product is COc1ccc(C2=NC(C)(C)CO2)c(Cc2ccccc2)c1OC. Reaction SMILES: [CH2:18]([Li:19])[CH2:20][CH2:21][CH3:22].[CH3:1][O:2][c:3]1[cH:4][c:5]([C:11]2=[N:15][C:14]([CH3:16])([CH3:17])[CH2:13][O:12]2)[cH:6][cH:7][c:8]1[O:9][CH3:10].[O:31]1[CH2:32][CH2:33][CH2:34][CH2:35]1.[c:23]1([CH2:29][Br:30])[cH:24][cH:25][cH:26][cH:27][cH:28]1>>[CH3:1][O:2][c:3]1[c:4]([CH2:29][c:23]2[cH:24][cH:25][cH:26][cH:27][cH:28]2)[c:5]([C:11]2=[N:15][C:14]([CH3:16])([CH3:17])[CH2:13][O:12]2)[cH:6][cH:7][c:8]1[O:9][CH3:10]. RXN SMILES: [Cl:1][C:2]1[CH:7]=[CH:6][C:5]([C@H:8]([N:21]2[CH:26]=[CH:25][C:24]([C:27]3[CH:32]=[CH:31][N:30]=[C:29](S(C)(=O)=O)[N:28]=3)=[CH:23][C:22]2=[O:37])[C@@H:9]2[CH2:13][CH2:12][N:11](C(OC(C)(C)C)=O)[CH2:10]2)=[CH:4][C:3]=1[F:38].[O:39]1[CH2:44][CH2:43][CH:42]([NH2:45])[CH2:41][CH2:40]1>CC(N(C)C)=O.CCOC(C)=O>[Cl:1][C:2]1[CH:7]=[CH:6][C:5]([C@@H:8]([C@@H:9]2[CH2:13][CH2:12][NH:11][CH2:10]2)[N:21]2[CH:26]=[CH:25][C:24]([C:27]3[CH:32]=[CH:31][N:30]=[C:29]([NH:45][CH:42]4[CH2:43][CH2:44][O:39][CH2:40][CH2:41]4)[N:28]=3)=[CH:23][C:22]2=[O:37])=[CH:4][C:3]=1[F:38]. Reactants: ClC1=C(C=C(C=C1)[C@@H]([C@H]1CN(CC1)C(=O)OC(C)(C)C)N1C(C=C(C=C1)C1=NC(=NC=C1)S(=O)(=O)C)=O)F ((R)-tert-Butyl 3-((R)-(4-chloro-3-fluorophenyl)(4-(2-(methylsulfonyl)pyrimidin-4-yl)-2-oxopyridin-1(2H)-yl)methyl)pyrrolidine-1-carboxylate), O1CCC(CC1)N (tetrahydro-2H-pyran-4-amine). The product is ClC1=C(C=C(C=C1)[C@H](N1C(C=C(C=C1)C1=NC(=NC=C1)NC1CCOCC1)=O)[C@H]1CNCC1)F (1-((R)-(4-chloro-3-fluorophenyl)((R)-pyrrolidin-3-yl)methyl)-4-(2-((tetrahydro-2H-pyran-4-yl)amino)pyrimidin-4-yl)pyridin-2(1H)-one). Procedure: (R)-tert-Butyl 3-((R)-(4-chloro-3-fluorophenyl)(4-(2-(methylsulfonyl)pyrimidin-4-yl)-2-oxopyridin-1(2H)-yl)methyl)pyrrolidine-1-carboxylate (45.1 mg, 0.0801 mmol) was dissolved in DMA (1.0 mL, 0.1M) at room temperature under nitrogen and treated with tetrahydro-2H-pyran-4-amine (40.5 mg, 0.401 mmol). The solution was heated to 120° C. for 1 hour in the microwave. The reaction was then diluted with EtOAc (15 mL) and washed with water (3×15 mL) and brine (15 mL). The organics were isolated, dried ... Run at temperature 120 celsius, time 1 hour. Run in CC(=O)N(C)C (DMA), CCOC(=O)C (EtOAc).